From a dataset of the Open Reaction Database (ORD), a public repository of structured organic reaction records. describe an organic reaction: reactants, conditions, products, and yield Reactants: C(#N)CC1=CC=C(CC(C(=O)OC)C(C)=O)C=C1 (Methyl 2-(4-(cyanomethyl)benzyl)-3-oxobutanoate), C(O)(O)=O.NC(=N)N (guanidine carbonate), C(C)(=O)O (acetic acid). Solvent: O (water), CO (methanol). Yields the product NC1=NC(=C(C(=N1)O)CC1=CC=C(C=C1)CC#N)C (2-(4-((2-Amino-4-hydroxy-6-methylpyrimidin-5-yl)methyl)phenyl)acetonitrile). RXN SMILES: [C:1]([CH2:3][C:4]1[CH:18]=[CH:17][C:7]([CH2:8][CH:9]([C:14](=O)[CH3:15])[C:10](OC)=[O:11])=[CH:6][CH:5]=1)#[N:2].C(=O)(O)O.[NH2:23][C:24]([NH2:26])=[NH:25].C(O)(=O)C>CO.O>[NH2:26][C:24]1[N:25]=[C:10]([OH:11])[C:9]([CH2:8][C:7]2[CH:17]=[CH:18][C:4]([CH2:3][C:1]#[N:2])=[CH:5][CH:6]=2)=[C:14]([CH3:15])[N:23]=1 |f:1.2|. Reported procedure: A stirred mixture of the crude product from step (i) and guanidine carbonate (128.1 g) in methanol (915 mL) was heated under reflux for 5 hours. The mixture was cooled to room temperature, diluted with water (923 mL) and nuetralised with acetic acid. The mixture was then cooled to 10° C. and the resulting precipitate collected by filtration, washed with methanol (501 mL) and dried under reduced pressure to give the subtitle compound as a solid, 82.4 g; 1H NMR DMSO-d6: δ 10.91 (brs, 1H), 7.20-7.1... Starting materials: CC(C)(C)OC(=O)NC1CCN(C(=O)OC2C3CC4CC(C3)CC2C4)C1, C1CCOC1, CI, Cl, [H-], [Na+]. Yields the product CN(C(=O)OC(C)(C)C)C1CCN(C(=O)OC2C3CC4CC(C3)CC2C4)C1. RXN SMILES: [C:1]([CH3:2])([CH3:3])([CH3:4])[O:5][C:6](=[O:7])[NH:8][CH:9]1[CH2:10][N:11]([C:14](=[O:15])[O:16][CH:17]2[CH:18]3[CH2:19][CH:20]4[CH2:21][CH:22]([CH2:23][CH:24]2[CH2:25]4)[CH2:26]3)[CH2:12][CH2:13]1.[CH2:32]1[O:33][CH2:34][CH2:35][CH2:36]1.[CH3:27][I:28].[ClH:31].[H-:30].[Na+:29]>>[C:1]([CH3:2])([CH3:3])([CH3:4])[O:5][C:6](=[O:7])[N:8]([CH:9]1[CH2:10][N:11]([C:14](=[O:15])[O:16][CH:17]2[CH:18]3[CH2:19][CH:20]4[CH2:21][CH:22]([CH2:23][CH:24]2[CH2:25]4)[CH2:26]3)[CH2:12][CH2:13]1)[CH3:27]. Starting materials: NC1=C(CO)C=CC(=C1)Cl (2-Amino-4-chlorobenzyl alcohol), COC1=CC=C(C=C1)CC(=O)O (4-methoxyphenyl acetic acid). Yields the product ClC1=CC=C2C=C(C(NC2=C1)=O)C1=CC=C(C=C1)OC (7-chloro-3-(4-methoxyphenyl)-2(1H)-quinolone). As a reaction SMILES: [NH2:1][C:2]1[CH:9]=[C:8]([Cl:10])[CH:7]=[CH:6][C:3]=1[CH2:4]O.[CH3:11][O:12][C:13]1[CH:18]=[CH:17][C:16]([CH2:19][C:20](O)=[O:21])=[CH:15][CH:14]=1>>[Cl:10][C:8]1[CH:9]=[C:2]2[C:3]([CH:4]=[C:19]([C:16]3[CH:17]=[CH:18][C:13]([O:12][CH3:11])=[CH:14][CH:15]=3)[C:20](=[O:21])[NH:1]2)=[CH:6][CH:7]=1. Procedure details: 2-Amino-4-chlorobenzyl alcohol (4 g, 25.3 mol) and 4-methoxyphenyl acetic acid (14.0 g, 76.4 mmol) were reacted in a similar manner to that described in Example 19 to give 7-chloro-3-(4-methoxyphenyl)-2(1H)-quinolone; mp 256°-257° C. (ethyl acetate). Reactants: COC(CC1=CC=C(C=C1)CCCNC(=O)OC(C)(C)C)=O (4-(3-(Tertiarybutoxycarbonylamino)propyl)phenylacetic acid methyl ester), [OH-].[Na+] (sodium hydroxide). The solvent is CO (methanol). Run at time 14 hour. Product: C(C)(C)(C)OC(=O)NCCCC1=CC=C(C=C1)CC(=O)O (4-(3-(Tertiarybutyloxycarbonylamino)propyl)phenylacetic acid). The yield is 95.4%. RXN SMILES: C[O:2][C:3](=[O:22])[CH2:4][C:5]1[CH:10]=[CH:9][C:8]([CH2:11][CH2:12][CH2:13][NH:14][C:15]([O:17][C:18]([CH3:21])([CH3:20])[CH3:19])=[O:16])=[CH:7][CH:6]=1.[OH-].[Na+]>CO>[C:18]([O:17][C:15]([NH:14][CH2:13][CH2:12][CH2:11][C:8]1[CH:9]=[CH:10][C:5]([CH2:4][C:3]([OH:22])=[O:2])=[CH:6][CH:7]=1)=[O:16])([CH3:21])([CH3:19])[CH3:20] |f:1.2|. Reported procedure: 4-(3-(Tertiarybutoxycarbonylamino)propyl)phenylacetic acid methyl ester (2.0 g) was dissolved in 50% aqueous methanol (100 ml) with sodium hydroxide (1 g) and stirred at room temperature for 14 h. The methanol was removed under vacuum and the residual aqueous solution was acidified to pH1 using 1N hydrochloric acid, and the resulting precipitate extracted into ethyl acetate (2×100 ml). The combined organic extracts were dried (Na2SO4), filtered and concentrated under vacuum to give the required ... The reactants are COc1ccc2c(c1)CCC(N)C2Cc1ccccc1, CC#N, CCN(C(C)C)C(C)C, Cl, COCOc1ccc(CN=C=S)cc1OC. The product is COCOc1ccc(CNC(=S)NC2CCc3cc(OC)ccc3C2Cc2ccccc2)cc1OC. RXN SMILES: [CH2:2]([c:3]1[cH:4][cH:5][cH:6][cH:7][cH:8]1)[CH:9]1[CH:10]([NH2:21])[CH2:11][CH2:12][c:13]2[cH:14][c:15]([O:19][CH3:20])[cH:16][cH:17][c:18]21.[CH3:47][C:48]#[N:49].[CH:22]([N:23]([CH:24]([CH3:25])[CH3:26])[CH2:27][CH3:28])([CH3:29])[CH3:30].[ClH:1].[N:31](=[C:32]=[S:33])[CH2:34][c:35]1[cH:36][c:37]([O:45][CH3:46])[c:38]([O:41][CH2:42][O:43][CH3:44])[cH:39][cH:40]1>>[CH2:2]([c:3]1[cH:4][cH:5][cH:6][cH:7][cH:8]1)[CH:9]1[CH:10]([NH:21][C:32]([NH:31][CH2:34][c:35]2[cH:36][c:37]([O:45][CH3:46])[c:38]([O:41][CH2:42][O:43][CH3:44])[cH:39][cH:40]2)=[S:33])[CH2:11][CH2:12][c:13]2[cH:14][c:15]([O:19][CH3:20])[cH:16][cH:17][c:18]21. The reactants are O1C(CCCC1)OCC1OCC1 (2-(2-tetrahydropyranyloxymethyl)oxetane), B(F)(F)F.CCOCC (boron trifluoride ethyl etherate), BrC1=NC=CC=C1 (2-Bromopyridine), C(CCC)[Li] (n-butyl lithium), C(O)([O-])=O.[Na+] (sodium hydrogencarbonate). Run in C(C)OCC (diethyl ether), CCCCCC (hexane), C(C)OCC (diethyl ether). Run at time 5 minute. Product: N1=C(C=CC=C1)CC(COC1OCCCC1)O (1-(2-Pyridyl)-3-(2-tetrahydropyranyloxy)-2-propanol). The yield is 27.6%. Reaction SMILES: Br[C:2]1[CH:7]=[CH:6][CH:5]=[CH:4][N:3]=1.C([Li])CCC.[O:13]1[CH2:18][CH2:17][CH2:16][CH2:15][CH:14]1[O:19][CH2:20][CH:21]1[CH2:24]C[O:22]1.B(F)(F)F.CCOCC.C(=O)([O-])O.[Na+]>C(OCC)C.CCCCCC>[N:3]1[CH:4]=[CH:5][CH:6]=[CH:7][C:2]=1[CH2:24][CH:21]([OH:22])[CH2:20][O:19][CH:14]1[CH2:15][CH2:16][CH2:17][CH2:18][O:13]1 |f:3.4,5.6|. Procedure details: 2-Bromopyridine (9.48 g) was dissolved in diethyl ether (100 ml). To the solution was added dropwise, at −70° C., n-butyl lithium (a 1.6M hexane solution, 37.5 ml). The mixture was stirred for 5 minutes at the same temperature. To the reaction mixture was added a solution of 2-(2-tetrahydropyranyloxymethyl)oxetane (3.13 g) in diethyl ether (10 ml). To the mixture was added boron trifluoride ethyl etherate (7.6 ml), followed by stirring for 20 minutes at the same temperature. To the reaction mixt... The reactants are BrC=1C=CC2=C(N(C[C@H](C=3N2C(=NN3)C)C)C3=CC=C(C=C3)Cl)C1 ((R)-8-bromo-6-(4-chlorophenyl)-1,4-dimethyl-5,6-dihydro-4H-benzo[b][1,2,4]triazolo[4,3-d][1,4]diazepine), CN1N=CC(=C1C)B1OC(C(O1)(C)C)(C)C (1,5-dimethyl-4-(4,4,5,5-tetramethyl-1,3,2-dioxaborolan-2-yl)-1H-pyrazole), C([O-])([O-])=O.[Cs+].[Cs+] (cesium carbonate). Reagents/catalysts: C=1C=CC(=CC1)[P](C=2C=CC=CC2)(C=3C=CC=CC3)[Pd]([P](C=4C=CC=CC4)(C=5C=CC=CC5)C=6C=CC=CC6)([P](C=7C=CC=CC7)(C=8C=CC=CC8)C=9C=CC=CC9)[P](C=1C=CC=CC1)(C=1C=CC=CC1)C=1C=CC=CC1 (tetrakis(triphenylphosphine)palladium(0)). Solvent: C1(=CC=CC=C1)C (toluene), C(C)O (ethanol), O (water). Conditions: temperature 100 celsius, time 0.5 hour. Product: ClC1=CC=C(C=C1)N1C2=C(N3C([C@@H](C1)C)=NN=C3C)C=CC(=C2)C=2C=NN(C2C)C ((R)-6-(4-chlorophenyl)-8-(1,5-dimethyl-1H-pyrazol-4-yl)-1,4-dimethyl-5,6-dihydro-4H-benzo[b][1,2,4]triazolo[4,3-d][1,4]diazepine). Yield: 23.9%. RXN SMILES: Br[C:2]1[CH:3]=[CH:4][C:5]2[N:11]3[C:12]([CH3:15])=[N:13][N:14]=[C:10]3[C@H:9]([CH3:16])[CH2:8][N:7]([C:17]3[CH:22]=[CH:21][C:20]([Cl:23])=[CH:19][CH:18]=3)[C:6]=2[CH:24]=1.[CH3:25][N:26]1[C:30]([CH3:31])=[C:29](B2OC(C)(C)C(C)(C)O2)[CH:28]=[N:27]1.C(=O)([O-])[O-].[Cs+].[Cs+]>C1(C)C=CC=CC=1.C(O)C.O.C1C=CC([P]([Pd]([P](C2C=CC=CC=2)(C2C=CC=CC=2)C2C=CC=CC=2)([P](C2C=CC=CC=2)(C2C=CC=CC=2)C2C=CC=CC=2)[P](C2C=CC=CC=2)(C2C=CC=CC=2)C2C=CC=CC=2)(C2C=CC=CC=2)C2C=CC=CC=2)=CC=1>[Cl:23][C:20]1[CH:19]=[CH:18][C:17]([N:7]2[CH2:8][C@@H:9]([CH3:16])[C:10]3=[N:14][N:13]=[C:12]([CH3:15])[N:11]3[C:5]3[CH:4]=[CH:3][C:2]([C:29]4[CH:28]=[N:27][N:26]([CH3:25])[C:30]=4[CH3:31])=[CH:24][C:6]2=3)=[CH:22][CH:21]=1 |f:2.3.4,^1:61,63,82,101|. Procedure details: A mixture of (R)-8-bromo-6-(4-chlorophenyl)-1,4-dimethyl-5,6-dihydro-4H-benzo[b][1,2,4]triazolo[4,3-d][1,4]diazepine (41 mg, 0.1 mmol), 1,5-dimethyl-4-(4,4,5,5-tetramethyl-1,3,2-dioxaborolan-2-yl)-1H-pyrazole (34 mg, 0.15 mmol), tetrakis(triphenylphosphine)palladium(0) (12 mg) and cesium carbonate (65 mg, 0.2 mmol) in toluene, ethanol and water (5 mL, 4:2:1) was stirred at 100° C. for 0.5 hour under microwave (pressure: 3.2 bar, equipment power: 150 W). The reaction mixture was evaporated, water...